From a dataset of the Open Reaction Database (ORD), a public repository of structured organic reaction records. describe an organic reaction: reactants, conditions, products, and yield Reactants: C(C)C1=C(C=CC(=C1)C#N)N=C=S (2-Ethyl-4-cyanophenyl isothiocyanate), [Cl-].C(C1=CC=CC=C1)SC[C@@H](CCl)[NH2+]CC(C)C (N-((1S)-1-(benzylthiomethyl)-2-chloroethyl)-N-isobutylammonium chloride). Yields the product Cl.C(C)C1=C(C=CC(=C1)C#N)N=C1SC[C@@H](N1CC(C)C)CSCC1=CC=CC=C1 ((4S)-2-(2-ethyl-4-cyanophenylimino)-4-(benzylthiomethyl)-3-isobutyl-1,3-thiazolidine HCl salt). RXN SMILES: [CH2:1]([C:3]1[CH:8]=[C:7]([C:9]#[N:10])[CH:6]=[CH:5][C:4]=1[N:11]=[C:12]=[S:13])[CH3:2].[Cl-].[CH2:15]([S:22][CH2:23][C@H:24]([NH2+:27][CH2:28][CH:29]([CH3:31])[CH3:30])[CH2:25][Cl:26])[C:16]1[CH:21]=[CH:20][CH:19]=[CH:18][CH:17]=1>>[ClH:26].[CH2:1]([C:3]1[CH:8]=[C:7]([C:9]#[N:10])[CH:6]=[CH:5][C:4]=1[N:11]=[C:12]1[N:27]([CH2:28][CH:29]([CH3:30])[CH3:31])[C@@H:24]([CH2:23][S:22][CH2:15][C:16]2[CH:17]=[CH:18][CH:19]=[CH:20][CH:21]=2)[CH2:25][S:13]1)[CH3:2] |f:1.2,3.4|. Procedure details: (1S)-1-(Benzylthiomethyl)-2-hydroxyethylamine was made from (L)-S-benzylcysteine methyl ester as described in Method B1b. The 2-hydroxyethylamine was converted to (4S)-2-isopropyl-4-(benzylthiomethyl)-1,3-oxazolidine according to Method B4c, Step 1. The oxazolidine was reduced to N-((1S)-1-(benzylthiomethyl)-2-hydroxyethyl)-N-isobutylamine according to Method B4c, Step 2. The resulting 2-hydroxyethylamine was treated with SOCl2 according to Method B7c to give N-((1S)-1-(benzylthiomethyl)-2-chlor...